Task: describe an organic reaction: reactants, conditions, products, and yield. Dataset: the Open Reaction Database (ORD), a public repository of structured organic reaction records The reactants are NC1=NC=NN2C1=CC=C2C#CCCO (4-(4-aminopyrrolo[2,1-f][1,2,4]triazin-7-yl)but-3-yn-1-ol). Reagents/catalysts: [Pt](=O)=O (platinum(IV) oxide). Run in C(C)(=O)O (acetic acid). Run at time 16 hour. The product is NC1=NC=NN2C1=CC=C2CCCCO (4-(4-aminopyrrolo[2,1-f][1,2,4]triazin-7-yl)butan-1-ol). The yield is 90.5%. Reaction SMILES: [NH2:1][C:2]1[C:7]2=[CH:8][CH:9]=[C:10]([C:11]#[C:12][CH2:13][CH2:14][OH:15])[N:6]2[N:5]=[CH:4][N:3]=1>C(O)(=O)C.[Pt](=O)=O>[NH2:1][C:2]1[C:7]2=[CH:8][CH:9]=[C:10]([CH2:11][CH2:12][CH2:13][CH2:14][OH:15])[N:6]2[N:5]=[CH:4][N:3]=1. Procedure details: To a dry flask purged with N2 was added platinum(IV) oxide (440 mg, 1.93 mmol) followed by 4-(4-aminopyrrolo[2,1-f][1,2,4]triazin-7-yl)but-3-yn-1-ol (1.30 g, 6.43 mmol) as a solution in acetic acid (50 mL). The mixture was stirred under an H2 atmosphere for 16 h. The mixture was filtered through a pad of Celite®, rinsing with acetic acid and ethanol. The solvent was evaporated under reduced pressure and the residue was taken up in EtOAc (100 mL). The organic was washed with saturated aqueous NaH...